The task is: describe an organic reaction: reactants, conditions, products, and yield. This data is from the Open Reaction Database (ORD), a public repository of structured organic reaction records. The reactants are CC(N)C(=O)OC(C)(C)C, C1COCCO1, CCN(C(C)C)C(C)C, CCOC(C)=O, CCOC(=O)C1=C(O)c2cc(Cl)ccc2C(C)(C)C1=O, Cl. The product is CC(NC(=O)C1=C(O)c2cc(Cl)ccc2C(C)(C)C1=O)C(=O)OC(C)(C)C. Reaction SMILES: [C:22]([CH3:23])([CH3:24])([CH3:25])[O:26][C:27]([CH:28]([NH2:29])[CH3:30])=[O:31].[CH2:32]1[O:33][CH2:34][CH2:35][O:36][CH2:37]1.[CH2:38]([N:39]([CH:40]([CH3:41])[CH3:42])[CH:43]([CH3:44])[CH3:45])[CH3:46].[CH3:47][CH2:48][O:49][C:50]([CH3:51])=[O:52].[Cl:1][c:2]1[cH:3][c:4]2[c:9]([cH:10][cH:11]1)[C:8]([CH3:12])([CH3:13])[C:7](=[O:14])[C:6]([C:15](=[O:16])[O:17][CH2:18][CH3:19])=[C:5]2[OH:20].[ClH:21]>>[Cl:1][c:2]1[cH:3][c:4]2[c:9]([cH:10][cH:11]1)[C:8]([CH3:12])([CH3:13])[C:7](=[O:14])[C:6]([C:15](=[O:16])[NH:29][CH:28]([C:27]([O:26][C:22]([CH3:23])([CH3:24])[CH3:25])=[O:31])[CH3:30])=[C:5]2[OH:20]. Reactants: ClCCCCBr, CCO, [Na], CCOC(=O)C(NC(=O)c1ccc(C)cc1)C(=O)OCC. The product is CCOC(=O)C(CCCCCl)(NC(=O)c1ccc(C)cc1)C(=O)OCC. RXN SMILES: [Br:23][CH2:24][CH2:25][CH2:26][CH2:27][Cl:28].[CH3:29][CH2:30][OH:31].[Na:1].[c:2]1([CH3:22])[cH:3][cH:4][c:5]([C:8](=[O:9])[NH:10][CH:11]([C:12](=[O:13])[O:14][CH2:15][CH3:16])[C:17](=[O:18])[O:19][CH2:20][CH3:21])[cH:6][cH:7]1>>[c:2]1([CH3:22])[cH:3][cH:4][c:5]([C:8](=[O:9])[NH:10][C:11]([C:12](=[O:13])[O:14][CH2:15][CH3:16])([C:17](=[O:18])[O:19][CH2:20][CH3:21])[CH2:24][CH2:25][CH2:26][CH2:27][Cl:28])[cH:6][cH:7]1. Reactants: C(CCC)[Li] (n-butyllithium), CN(C=O)C (N,N-dimethylformamide), C(CCC)[Mg]Cl (n-Butylmagnesium chloride), resultant mixture, BrC1=CC=C(C=C1)Br (1,4-dibromobenzene). Solvent: C(C)(=O)O (acetic acid), CCCCCC (hexane), O1CCCC1 (tetrahydrofuran), C1(=CC=CC=C1)C (toluene). Conditions: temperature 0 celsius, time 15 minute. The product is BrC1=CC=C(C=O)C=C1 (4-bromobenzaldehyde). Yield: 81.5%. RXN SMILES: C([Mg]Cl)CCC.C([Li])CCC.Br[C:13]1[CH:18]=[CH:17][C:16]([Br:19])=[CH:15][CH:14]=1.CN(C)[CH:22]=[O:23]>O1CCCC1.CCCCCC.C(O)(=O)C.C1(C)C=CC=CC=1>[Br:19][C:16]1[CH:17]=[CH:18][C:13]([CH:22]=[O:23])=[CH:14][CH:15]=1. Procedure details: n-Butylmagnesium chloride (4.00 mmol) in 2.00M tetrahydrofuran solution (2.00 mL) was added to ice-cooled n-butyllithium (8.06 mmol) in 1.55M hexane (5.20 mL). The mixture was stirred at 0° C. for 15 minutes to give a suspension. To the suspension was added dropwise a toluene solution (25 mL) containing 1,4-dibromobenzene (2.36 g, 10 mmol) over a period of 15 minutes, while keeping the temperature below 5° C., to give a white suspension. After the suspension was stirred at 0° C. for 5 hours, N,N... Reaction SMILES: [CH2:1]([CH2:2][SH:3])[SH:4].[CH2:20]([Cl:21])[Cl:22].[CH3:5][O:6][C:7]([CH2:8][c:9]1[c:10]([CH:15]=[O:16])[cH:11][cH:12][cH:13][cH:14]1)=[O:17].[Na+:19].[OH-:18]>>[CH2:1]1[CH2:2][S:3][CH:15]([c:10]2[c:9]([CH2:8][C:7]([O:6][CH3:5])=[O:17])[cH:14][cH:13][cH:12][cH:11]2)[S:4]1. Product: COC(=O)Cc1ccccc1C1SCCS1. The reactants are SCCS, ClCCl, COC(=O)Cc1ccccc1C=O, [Na+], [OH-].